describe an organic reaction: reactants, conditions, products, and yield From a dataset of the Open Reaction Database (ORD), a public repository of structured organic reaction records. The reactants are BrCC(=O)OC(C)(C)C (tert-Butyl bromoacetate), C(C1=CC=CC=C1)(=O)NC1=NC(NC=C1)=O (N4 -benzoylcytosine), C([O-])([O-])=O.[K+].[K+] (potassium carbonate). Run in CN(C=O)C (N,N-dimethylformamide). Run at time 20 hour. Yields the product C(C1=CC=CC=C1)(=O)NC1=NC(N(C=C1)CC(=O)OC(C)(C)C)=O (N4 -Benzoyl-1-tert-butyloxycarbonylmethylcytosine). Reaction SMILES: Br[CH2:2][C:3]([O:5][C:6]([CH3:9])([CH3:8])[CH3:7])=[O:4].[C:10]([NH:18][C:19]1[CH:24]=[CH:23][NH:22][C:21](=[O:25])[N:20]=1)(=[O:17])[C:11]1[CH:16]=[CH:15][CH:14]=[CH:13][CH:12]=1.C(=O)([O-])[O-].[K+].[K+]>CN(C)C=O>[C:10]([NH:18][C:19]1[CH:24]=[CH:23][N:22]([CH2:2][C:3]([O:5][C:6]([CH3:9])([CH3:8])[CH3:7])=[O:4])[C:21](=[O:25])[N:20]=1)(=[O:17])[C:11]1[CH:16]=[CH:15][CH:14]=[CH:13][CH:12]=1 |f:2.3.4|. Reported procedure: tert-Butyl bromoacetate (24 ml; 0.15 mol) is slowly added dropwise, at room temperature, to a suspension of N4 -benzoylcytosine (21.5 g; 0.1 mol) and potassium carbonate 13.8 g; 0.1 mol) in anhydrous N,N-dimethylformamide (2.15 l). The heterogeneous mixture is stirred vigorously at room temperature for 20 h and insoluble starting material is subsequently filtered off with suction; the filtrate is concentrated in vacuo and the residue is subsequently distilled repeatedly with toluene and then tak... Reactants: S1C(=NC2=C1C=CC=C2)NC2=CC=C(C=C2)O (4-(benzo[d]thiazol-2-ylamino)phenol), ClC1=NC=CN=C1Cl (2,3-dichloropyrazine), C([O-])([O-])=O.[Cs+].[Cs+] (cesium carbonate). Run in CCOC(=O)C (EtOAc), [Cl-].[Na+].O (brine), CS(=O)C (DMSO). Reaction conditions: temperature 80 celsius. Yields the product ClC=1C(=NC=CN1)OC1=CC=C(C=C1)NC=1SC2=C(N1)C=CC=C2 (N-(4-(3-chloropyrazin-2-yloxy)phenyl)benzo[d]thiazol-2-amine). RXN SMILES: [S:1]1[C:5]2[CH:6]=[CH:7][CH:8]=[CH:9][C:4]=2[N:3]=[C:2]1[NH:10][C:11]1[CH:16]=[CH:15][C:14]([OH:17])=[CH:13][CH:12]=1.[Cl:18][C:19]1[C:24](Cl)=[N:23][CH:22]=[CH:21][N:20]=1.C(=O)([O-])[O-].[Cs+].[Cs+]>CS(C)=O.CCOC(C)=O.[Cl-].[Na+].O>[Cl:18][C:19]1[C:24]([O:17][C:14]2[CH:15]=[CH:16][C:11]([NH:10][C:2]3[S:1][C:5]4[CH:6]=[CH:7][CH:8]=[CH:9][C:4]=4[N:3]=3)=[CH:12][CH:13]=2)=[N:23][CH:22]=[CH:21][N:20]=1 |f:2.3.4,7.8.9|. Procedure: To a solution of 4-(benzo[d]thiazol-2-ylamino)phenol (3.1 g, 12.8 mmol) and 2,3-dichloropyrazine (2.29 g, 15.4 mmol) in DMSO (35 mL) was added cesium carbonate (5.0 g, 15.4 mmol). The reaction mixture was heated to 80° C. for 2 h. The mixture was cooled to RT, diluted with EtOAc and brine. The aqueous layer was extracted with EtOAc (2×) and the combined organics were dried over Na2SO4, filtered and concentrated. The crude product was chromatographed through a Redi-Sep® pre-packed silica gel colu... Starting materials: CI (methyl iodide), [H-].[Na+] (NaH), oil, C1(=CC=CC=C1)C1(CCCCC1)C1=CC=C(C=C1)O (4-(1-phenylcyclohexyl)phenol). The solvent is CN(C)C=O (DMF). Run at time 2 hour. Product: COC1=CC=C(C=C1)C1(CCCCC1)C1=CC=CC=C1 (1-Methoxy-4-(1-phenyl-cyclohexyl)-benzene). RXN SMILES: [C:1]1([C:7]2([C:13]3[CH:18]=[CH:17][C:16]([OH:19])=[CH:15][CH:14]=3)[CH2:12][CH2:11][CH2:10][CH2:9][CH2:8]2)[CH:6]=[CH:5][CH:4]=[CH:3][CH:2]=1.[H-].[Na+].[CH3:22]I>CN(C=O)C>[CH3:22][O:19][C:16]1[CH:15]=[CH:14][C:13]([C:7]2([C:1]3[CH:2]=[CH:3][CH:4]=[CH:5][CH:6]=3)[CH2:8][CH2:9][CH2:10][CH2:11][CH2:12]2)=[CH:18][CH:17]=1 |f:1.2|. Reported procedure: 4-(1-phenylcyclohexyl)phenol (20 mg, 0.08 mmol) was dissolved in DMF (2 mL). A suspension of NaH in oil (60%, 5 mg, 0.125 mmol) was added. After stirring for 5 minutes methyl iodide (0.05 mL; 0.8 mmol) was added. The reaction mixture was stirred for 2 h. (tlc indicated full conversion of the starting material) then quenched with water (10 mL). Dichloromethane (10 mL) was added. The mixture was shaken and the organic phase separated off, dried (Na2SO4) and concentrated to syrup. The title product...